This data is from the Open Reaction Database (ORD), a public repository of structured organic reaction records. The task is: describe an organic reaction: reactants, conditions, products, and yield The reactants are CC(=O)N1CCNCC1, COCCO, COCCC#Cc1cc(Cl)c(Nc2ncnc3cc(OCCCCl)c(OC)cc23)c2c1OCO2. The product is COCCC#Cc1cc(Cl)c(Nc2ncnc3cc(OCCCN4CCN(C(C)=O)CC4)c(OC)cc23)c2c1OCO2. As a reaction SMILES: [C:35]([CH3:36])(=[O:37])[N:38]1[CH2:39][CH2:40][NH:41][CH2:42][CH2:43]1.[CH3:44][O:45][CH2:46][CH2:47][OH:48].[Cl:1][c:2]1[c:3]([NH:17][c:18]2[n:19][cH:20][n:21][c:22]3[cH:23][c:24]([O:30][CH2:31][CH2:32][CH2:33][Cl:34])[c:25]([O:28][CH3:29])[cH:26][c:27]23)[c:4]2[c:5]([c:9]([C:11]#[C:12][CH2:13][CH2:14][O:15][CH3:16])[cH:10]1)[O:6][CH2:7][O:8]2>>[Cl:1][c:2]1[c:3]([NH:17][c:18]2[n:19][cH:20][n:21][c:22]3[cH:23][c:24]([O:30][CH2:31][CH2:32][CH2:33][N:41]4[CH2:40][CH2:39][N:38]([C:35]([CH3:36])=[O:37])[CH2:43][CH2:42]4)[c:25]([O:28][CH3:29])[cH:26][c:27]23)[c:4]2[c:5]([c:9]([C:11]#[C:12][CH2:13][CH2:14][O:15][CH3:16])[cH:10]1)[O:6][CH2:7][O:8]2. Reactants: O=C1C2=C(NC(=C1)C(=O)OCC)C=NN2 (Ethyl 4,7-dihydro-7-oxo-1H-pyrazolo[4,3-b]pyridine-5-carboxylate), P(=O)(Cl)(Cl)Cl (phosphoryl chloride). The product is ClC1=C2C(=NC(=C1)C(=O)OCC)C=NN2 (Ethyl 7-chloro-1H-pyrazolo[4,3-b]pyridine-5-carboxylate). Isolated yield 83.0%. RXN SMILES: O=[C:2]1[CH:7]=[C:6]([C:8]([O:10][CH2:11][CH3:12])=[O:9])[NH:5][C:4]2[CH:13]=[N:14][NH:15][C:3]1=2.P(Cl)(Cl)([Cl:18])=O>>[Cl:18][C:2]1[CH:7]=[C:6]([C:8]([O:10][CH2:11][CH3:12])=[O:9])[N:5]=[C:4]2[CH:13]=[N:14][NH:15][C:3]=12. Procedure details: Ethyl 4,7-dihydro-7-oxo-1H-pyrazolo[4,3-b]pyridine-5-carboxylate (5.0 g, 24 mmol) was heated under reflux in phosphoryl chloride (50 ml) for 25 min. Excess reagent was removed in vacuo and the residue was treated with water to give a yellow solid. After neutralisation with 10% sodium hydroxide solution, the solid was collected and dried to give the title compound (4.48 g, 83%), m.p. 276°-279° C. after recrystallisation from ethyl acetate. Starting materials: FC1=NC=CC=C1[N+](=O)[O-] (2-fluoro-3-nitropyridine), COCC(C)O (1-methoxypropan-2-ol). Product: COCC(C)OC1=NC=CC=C1[N+](=O)[O-] (2-(1-methoxypropan-2-yloxy)-3-nitropyridine). As a reaction SMILES: F[C:2]1[C:7]([N+:8]([O-:10])=[O:9])=[CH:6][CH:5]=[CH:4][N:3]=1.[CH3:11][O:12][CH2:13][CH:14]([OH:16])[CH3:15]>>[CH3:11][O:12][CH2:13][CH:14]([O:16][C:2]1[C:7]([N+:8]([O-:10])=[O:9])=[CH:6][CH:5]=[CH:4][N:3]=1)[CH3:15]. Procedure: Prepared analogously to example XI.1 using 2-fluoro-3-nitropyridine (142 mg) and 1-methoxypropan-2-ol (108 mg).